Dataset: the Open Reaction Database (ORD), a public repository of structured organic reaction records. Task: describe an organic reaction: reactants, conditions, products, and yield The reactants are ClC=1C=C(CN2CCN(CC2)C2C(CCCC2)[N+](=O)[O-])C=CC1Cl (1-(3,4-dichlorobenzyl)-4-(2-nitrocyclohexyl)piperazine). Reagents/catalysts: [Pt](=O)=O (Platinum (IV) oxide). Run in C(C)(=O)O (acetic acid). Run at time 16 hour. Yields the product ClC=1C=C(CN2CCN(CC2)C2C(CCCC2)N)C=CC1Cl (1-(3,4-dichlorobenzyl)-4-(2-aminocyclohexyl)-piperazine). The yield is 69.5%. Reaction SMILES: [Cl:1][C:2]1[CH:3]=[C:4]([CH:21]=[CH:22][C:23]=1[Cl:24])[CH2:5][N:6]1[CH2:11][CH2:10][N:9]([CH:12]2[CH2:17][CH2:16][CH2:15][CH2:14][CH:13]2[N+:18]([O-])=O)[CH2:8][CH2:7]1>C(O)(=O)C.[Pt](=O)=O>[Cl:1][C:2]1[CH:3]=[C:4]([CH:21]=[CH:22][C:23]=1[Cl:24])[CH2:5][N:6]1[CH2:7][CH2:8][N:9]([CH:12]2[CH2:17][CH2:16][CH2:15][CH2:14][CH:13]2[NH2:18])[CH2:10][CH2:11]1. Reported procedure: Platinum (IV) oxide (15 mg, 0.07 mmol) was added to a solution of 1-(3,4-dichlorobenzyl)-4-(2-nitrocyclohexyl)piperazine (187 mg, 0.50 mmol) in glacial acetic acid (5 ml). The reaction mixture was stirred under hydrogen atmosphere at room temperature for 16 h. The reaction mixture was then filtered through a pad of celite. The filtrate was made basic with a 15% sodium hydroxide solution and the product was extracted into ethyl acetate. The organic layer was dried over magnesium sulfate, filtered... The reactants are CCOC(=O)C(C)(C)Oc1ccc(OCCc2nc(-c3ccc(-c4ccccc4)cc3)oc2C)cc1CCc1ccccc1, CCO, [Na+], [OH-]. Yields the product Cc1oc(-c2ccc(-c3ccccc3)cc2)nc1CCOc1ccc(OC(C)(C)C(=O)O)c(CCc2ccccc2)c1. As a reaction SMILES: [CH2:1]([CH3:2])[O:3][C:4]([C:5]([CH3:6])([CH3:7])[O:8][c:9]1[c:10]([CH2:36][CH2:37][c:38]2[cH:39][cH:40][cH:41][cH:42][cH:43]2)[cH:11][c:12]([O:15][CH2:16][CH2:17][c:18]2[n:19][c:20](-[c:24]3[cH:25][cH:26][c:27](-[c:30]4[cH:31][cH:32][cH:33][cH:34][cH:35]4)[cH:28][cH:29]3)[o:21][c:22]2[CH3:23])[cH:13][cH:14]1)=[O:44].[CH3:47][CH2:48][OH:49].[Na+:46].[OH-:45]>>[O:3]=[C:4]([C:5]([CH3:6])([CH3:7])[O:8][c:9]1[c:10]([CH2:36][CH2:37][c:38]2[cH:39][cH:40][cH:41][cH:42][cH:43]2)[cH:11][c:12]([O:15][CH2:16][CH2:17][c:18]2[n:19][c:20](-[c:24]3[cH:25][cH:26][c:27](-[c:30]4[cH:31][cH:32][cH:33][cH:34][cH:35]4)[cH:28][cH:29]3)[o:21][c:22]2[CH3:23])[cH:13][cH:14]1)[OH:44]. Starting materials: CCc1ccncc1, CCI, N. The product is CCC(C)c1ccncc1. Reaction SMILES: [CH2:1]([CH3:2])[c:3]1[cH:4][cH:5][n:6][cH:7][cH:8]1.[CH2:9]([CH3:10])[I:11].[NH3:12]>>[CH:1]([CH3:2])([c:3]1[cH:4][cH:5][n:6][cH:7][cH:8]1)[CH2:9][CH3:10]. Starting materials: C1(CC1)[Mg]Br.O1CCCC1 (cyclopropylmagnesium bromide tetrahydrofuran), C(C=1C(=CC=CC1)OC)=O (o-anisaldehyde), [Cl-].[NH4+] (ammonium chloride). The solvent is O1CCCC1 (tetrahydrofuran). Reaction conditions: time 12 hour. The product is C1(CC1)C(O)C1=C(C=CC=C1)OC ((Cyclopropyl) (2-methoxyphenyl)methanol). Reaction SMILES: [CH:1](=[O:10])[C:2]1[C:3]([O:8][CH3:9])=[CH:4][CH:5]=[CH:6][CH:7]=1.[CH:11]1([Mg]Br)[CH2:13][CH2:12]1.O1CCCC1.[Cl-].[NH4+]>O1CCCC1>[CH:11]1([CH:1]([C:2]2[CH:7]=[CH:6][CH:5]=[CH:4][C:3]=2[O:8][CH3:9])[OH:10])[CH2:13][CH2:12]1 |f:1.2,3.4|. Reported procedure: Magnesium (10.7 g) was suspended in tetrahydrofuran (80 ml), and to the suspension was added iodine (5 mg). Bromocyclopropane (32.0 ml) was added dropwise thereto over 1.5 hr and the mixture was heated under reflux for 1.5 hr. Thereto was added tetrahydrofuran to give a 1M cyclopropylmagnesium bromide-tetrahydrofuran solution. Subsequently, o-anisaldehyde (8.17 g) was dissolved in tetrahydrofuran (150 ml), the 1M cyclopropylmagnesium bromide-tetrahydrofuran solution (90 ml) was added dropwise th... Starting materials: C1(CCCC1)N1N=C(C(=C1NC(=O)CC1=CC=CC=C1)C#N)CC (1-cyclopentyl-3-ethyl-4-cyano-5-(phenylmethylcarbonylamino)-1H-pyrazole), C(C)O (ethanol), OO (H2O2), [OH-].[Na+] (NaOH), OO (H2O2). Run in O (water). Reaction conditions: time 1 hour. Yields the product C1(CCCC1)N1NC(=C2C1=NC(=NC2=O)CC2=CC=CC=C2)CC (1-cyclopentyl-3-ethyl-6-(phenylmethyl)-pyrazolo[3,4-d]pyrimdin-4-one). RXN SMILES: [CH:1]1([N:6]2[C:10]([NH:11][C:12]([CH2:14][C:15]3[CH:20]=[CH:19][CH:18]=[CH:17][CH:16]=3)=O)=[C:9]([C:21]#[N:22])[C:8]([CH2:23][CH3:24])=[N:7]2)[CH2:5][CH2:4][CH2:3][CH2:2]1.C([OH:27])C.OO.[OH-].[Na+]>O>[CH:1]1([N:6]2[C:10]3=[N:11][C:12]([CH2:14][C:15]4[CH:20]=[CH:19][CH:18]=[CH:17][CH:16]=4)=[N:22][C:21](=[O:27])[C:9]3=[C:8]([CH2:23][CH3:24])[NH:7]2)[CH2:5][CH2:4][CH2:3][CH2:2]1 |f:3.4|. Procedure details: A mixture of 1-cyclopentyl-3-ethyl-4-cyano-5-(phenylmethylcarbonylamino)-1H-pyrazole (2.4 g, 7.4 mmol), ethanol (100 ml), 30% H2O2 (4.5 ml, 40 mmol), NaOH (0.3 g, 7.5 mmol) and water (10 ml) was stirred at room temperature for 1 hour, then at reflux for 1 hour. Additional 30% H2O2 (2.5 ml) was added and the mixture was refluxed for another 1 hour. The solvent was concentrated in vacuo, the residue was treated with water (25 ml) and acetic acid (3 ml) and the yellow precipitate which formed was c...